From a dataset of the Open Reaction Database (ORD), a public repository of structured organic reaction records. describe an organic reaction: reactants, conditions, products, and yield Reactants: COc1cc2nccc(Oc3ccc(N)c(F)c3)c2cc1OC, CCO, Cc1ccc(C(=O)N=C=S)cc1, Cc1ccccc1. Yields the product COc1cc2nccc(Oc3ccc(NC(=S)NC(=O)c4ccc(C)cc4)c(F)c3)c2cc1OC. RXN SMILES: [CH3:1][O:2][c:3]1[cH:4][c:5]2[c:6]([O:15][c:16]3[cH:17][c:18]([F:23])[c:19]([NH2:20])[cH:21][cH:22]3)[cH:7][cH:8][n:9][c:10]2[cH:11][c:12]1[O:13][CH3:14].[CH3:24][CH2:25][OH:26].[CH3:27][c:28]1[cH:29][cH:30][c:31]([C:34](=[O:35])[N:36]=[C:37]=[S:38])[cH:32][cH:33]1.[CH3:39][c:40]1[cH:41][cH:42][cH:43][cH:44][cH:45]1>>[CH3:1][O:2][c:3]1[cH:4][c:5]2[c:6]([O:15][c:16]3[cH:17][c:18]([F:23])[c:19]([NH:20][C:37]([NH:36][C:34]([c:31]4[cH:30][cH:29][c:28]([CH3:27])[cH:33][cH:32]4)=[O:35])=[S:38])[cH:21][cH:22]3)[cH:7][cH:8][n:9][c:10]2[cH:11][c:12]1[O:13][CH3:14]. The reactants are [H-].[Al+3].[Li+].[H-].[H-].[H-] (lithium aluminum hydride), CN(C(C1=CC=C(C=C1)C(F)(F)F)=O)C1=CC=NN1C (N-methyl-N-(1-methyl-1H-pyrazol-5-yl)-4-(trifluoromethyl)benzamide), [OH-].[Na+] (sodium hydroxide). The solvent is O1CCCC1 (tetrahydrofuran). Conditions: temperature 75 celsius, time 1.5 hour. Yields the product CN(C1=CC=NN1C)CC1=CC=C(C=C1)C(F)(F)F (N,1-dimethyl-N-[4-(trifluoromethyl)benzyl]-1H-pyrazol-5-amine). The yield is 32.0%. Reaction SMILES: [H-].[Al+3].[Li+].[H-].[H-].[H-].[CH3:7][N:8]([C:21]1[N:25]([CH3:26])[N:24]=[CH:23][CH:22]=1)[C:9](=O)[C:10]1[CH:15]=[CH:14][C:13]([C:16]([F:19])([F:18])[F:17])=[CH:12][CH:11]=1.[OH-].[Na+]>O1CCCC1>[CH3:7][N:8]([CH2:9][C:10]1[CH:15]=[CH:14][C:13]([C:16]([F:19])([F:17])[F:18])=[CH:12][CH:11]=1)[C:21]1[N:25]([CH3:26])[N:24]=[CH:23][CH:22]=1 |f:0.1.2.3.4.5,7.8|. Reported procedure: Under cooling in an ice bath, lithium aluminum hydride (56 mg) was added to a tetrahydrofuran (3.2 mL) solution of N-methyl-N-(1-methyl-1H-pyrazol-5-yl)-4-(trifluoromethyl)benzamide (138 mg), and the obtained solution was then heated to reflux at 75° C. for 2.5 hours. Thereafter, a 1 M sodium hydroxide aqueous solution was added to the reaction solution under cooling in an ice bath, and the obtained solution was then stirred at a room temperature for 1.5 hours. Thereafter, the reaction suspensio... Starting materials: B, COc1cc(C=O)cc(OC)c1OC, CO, CC(N)C(O)c1ccc(O)c(NS(C)(=O)=O)c1, O, c1ccncc1. The product is COc1cc(CNC(C)C(O)c2ccc(O)c(NS(C)(=O)=O)c2)cc(OC)c1OC. Reaction SMILES: [BH3:38].[CH3:18][O:19][c:20]1[cH:21][c:22]([CH:23]=[O:24])[cH:25][c:26]([O:30][CH3:31])[c:27]1[O:28][CH3:29].[CH3:40][OH:41].[NH2:1][CH:2]([CH:3]([OH:4])[c:5]1[cH:6][cH:7][c:8]([OH:16])[c:9]([NH:11][S:12](=[O:13])(=[O:14])[CH3:15])[cH:10]1)[CH3:17].[OH2:39].[n:32]1[cH:33][cH:34][cH:35][cH:36][cH:37]1>>[NH:1]([CH:2]([CH:3]([OH:4])[c:5]1[cH:6][cH:7][c:8]([OH:16])[c:9]([NH:11][S:12](=[O:13])(=[O:14])[CH3:15])[cH:10]1)[CH3:17])[CH2:23][c:22]1[cH:21][c:20]([O:19][CH3:18])[c:27]([O:28][CH3:29])[c:26]([O:30][CH3:31])[cH:25]1. Reactants: ClC=1C=CC(=C(OC2=CC=C(C=C2)C2=NC(=CC(=N2)C(=O)N)[C@H](CO)O)C1)F ((R)-2-(4-(5-chloro-2-fluorophenoxy)phenyl)-6-(1,2-dihydroxyethyl) pyrimidine-4-carboxamide), ClC1=CC(=C(OC2=CC=C(C=C2)C2OC(C(B2)(C)C)(C)C)C=C1)F (2-(4-(4-chloro-2-fluorophenoxy)phenyl)-4,4,5,5-tetramethyl-1,3,3-dioxaborolane). Yields the product ClC1=CC(=C(OC2=CC=C(C=C2)C2=NC(=CC(=N2)C(=O)N)[C@H](CO)O)C=C1)F ((R)-2-(4-(4-chloro-2-fluorophenoxy)phenyl)-6-(1,2-dihydroxyethyl) pyrimidine-4-carboxamide), ClC1=CC(=C(OC2=CC=C(C=C2)C2OC(C(B2)(C)C)(C)C)C=C1)F (2-(4-(4-chloro-2-fluorophenoxy)phenyl)-4,4,5,5-tetramethyl-1,3,3-dioxaborolane). RXN SMILES: Cl[C:2]1[CH:3]=[CH:4][C:5]([F:28])=[C:6]([CH:27]=1)[O:7][C:8]1[CH:13]=[CH:12][C:11]([C:14]2[N:19]=[C:18]([C:20]([NH2:22])=[O:21])[CH:17]=[C:16]([C@@H:23]([OH:26])[CH2:24][OH:25])[N:15]=2)=[CH:10][CH:9]=1.[Cl:29][C:30]1[CH:51]=[CH:50][C:33]([O:34][C:35]2[CH:40]=[CH:39][C:38]([CH:41]3[BH:45][C:44]([CH3:47])([CH3:46])[C:43]([CH3:49])([CH3:48])[O:42]3)=[CH:37][CH:36]=2)=[C:32]([F:52])[CH:31]=1>>[Cl:29][C:3]1[CH:2]=[CH:27][C:6]([O:7][C:8]2[CH:13]=[CH:12][C:11]([C:14]3[N:19]=[C:18]([C:20]([NH2:22])=[O:21])[CH:17]=[C:16]([C@@H:23]([OH:26])[CH2:24][OH:25])[N:15]=3)=[CH:10][CH:9]=2)=[C:5]([F:28])[CH:4]=1.[Cl:29][C:30]1[CH:51]=[CH:50][C:33]([O:34][C:35]2[CH:36]=[CH:37][C:38]([CH:41]3[BH:45][C:44]([CH3:46])([CH3:47])[C:43]([CH3:48])([CH3:49])[O:42]3)=[CH:39][CH:40]=2)=[C:32]([F:52])[CH:31]=1. Reported procedure: (R)-2-(4-(4-chloro-2-fluorophenoxy)phenyl)-6-(1,2-dihydroxyethyl) pyrimidine-4-carboxamide (Compound Example No. 9) was prepared in a similar fashion to (R)-2-(4-(5-chloro-2-fluorophenoxy)phenyl)-6-(1,2-dihydroxyethyl) pyrimidine-4-carboxamide (Compound Example No. 7) using 2-(4-(4-chloro-2-fluorophenoxy)phenyl)-4,4,5,5-tetramethyl-1,3,3-dioxaborolane (6) instead of 2-(4-(5-chloro-2-fluorophenoxy)phenyl)-4,4,5,5-tetramethyl-1,3,3-dioxaborolane (14). 1H NMR (400 MHz, CD3OD): 8.49 (2H, d, J=8.8 Hz... Reactants: C(C)(=O)OC1=C(N(S(C2=C1C=CC=C2)(=O)=O)C)C2=NN=C(O2)C (4-Acetoxy-2-methyl-3-(2-methyl-1,3,4-oxadiazol-5-yl)-1,2-benzothiazine 1,1-dioxide), C[O-].[Na+] (sodium methoxide), Cl (HCl), O (water). Run in CO (methanol). Reaction conditions: time 30 minute. Product: OC1=C(N(S(C2=C1C=CC=C2)(=O)=O)C)C2=NN=C(O2)C (4-Hydroxy-2-methyl-3-(2-methyl-1,3,4-oxadiazol-5-yl)-1,2-benzothiazine 1,1-dioxide). Isolated yield 98.0%. RXN SMILES: C([O:4][C:5]1[C:10]2[CH:11]=[CH:12][CH:13]=[CH:14][C:9]=2[S:8](=[O:16])(=[O:15])[N:7]([CH3:17])[C:6]=1[C:18]1[O:22][C:21]([CH3:23])=[N:20][N:19]=1)(=O)C.C[O-].[Na+].O.Cl>CO>[OH:4][C:5]1[C:10]2[CH:11]=[CH:12][CH:13]=[CH:14][C:9]=2[S:8](=[O:15])(=[O:16])[N:7]([CH3:17])[C:6]=1[C:18]1[O:22][C:21]([CH3:23])=[N:20][N:19]=1 |f:1.2|. Reported procedure: To a solution of product (b) (2.218 g) in methanol (20 ml) was added 28% sodium methoxide (1.28 ml). After stirring at room temperature for 30 minutes, the solvent was stripped off and water (30 ml) was added. With vigorous stirring the pH was adjusted to ca. 1.5 with 6N HCl and the resulting solid granulated for 1 hour, filtered off, washed with water, and dried in vacuo to give compound (c), 1.903 g, 98% yield. Reactants: CC1(OB(OC1(C)C)C1=CC=C(C=C1)\C=C\C1=CC=CC=C1)C ((E)-4,4,5,5-tetramethyl-2-(4-styrylphenyl)-1,3,2-dioxaborolane), C([O-])([O-])=O.[Na+].[Na+] (sodium carbonate), BrC=1C(=NC=CC1)N (3-bromopyridin-2-amine). The reagents and catalysts are C=1C=CC(=CC1)[P](C=2C=CC=CC2)(C=3C=CC=CC3)[Pd]([P](C=4C=CC=CC4)(C=5C=CC=CC5)C=6C=CC=CC6)([P](C=7C=CC=CC7)(C=8C=CC=CC8)C=9C=CC=CC9)[P](C=1C=CC=CC1)(C=1C=CC=CC1)C=1C=CC=CC1 (Tetrakis(triphenylphosphine)palladium(0)). Solvent: COCCOC (DME), O (water). Product: C(=C\C1=CC=CC=C1)/C1=CC=C(C=C1)C=1C(=NC=CC1)N ((E)-3-(4-styrylphenyl)pyridin-2-amine). RXN SMILES: Br[C:2]1[C:3]([NH2:8])=[N:4][CH:5]=[CH:6][CH:7]=1.CC1(C)C(C)(C)OB([C:17]2[CH:22]=[CH:21][C:20](/[CH:23]=[CH:24]/[C:25]3[CH:30]=[CH:29][CH:28]=[CH:27][CH:26]=3)=[CH:19][CH:18]=2)O1.C(=O)([O-])[O-].[Na+].[Na+]>COCCOC.O.C1C=CC([P]([Pd]([P](C2C=CC=CC=2)(C2C=CC=CC=2)C2C=CC=CC=2)([P](C2C=CC=CC=2)(C2C=CC=CC=2)C2C=CC=CC=2)[P](C2C=CC=CC=2)(C2C=CC=CC=2)C2C=CC=CC=2)(C2C=CC=CC=2)C2C=CC=CC=2)=CC=1>[CH:23](/[C:20]1[CH:21]=[CH:22][C:17]([C:2]2[C:3]([NH2:8])=[N:4][CH:5]=[CH:6][CH:7]=2)=[CH:18][CH:19]=1)=[CH:24]\[C:25]1[CH:30]=[CH:29][CH:28]=[CH:27][CH:26]=1 |f:2.3.4,^1:48,50,69,88|. Procedure: Pd(dppf)Cl2 (0.141 g) was added to a mixture of (E)-1-bromo-4-styrylbenzene (1.00 g), potassium acetate (1.14 g) and 4,4,4′,4′,5,5,5′,5′-octamethyl-2,2′-bi(1,3,2-dioxaborolane) (1.03 g) in DMF (dry) (10 mL). The mixture was stirred at 90° C. under nitrogen for 12 hr. The insoluble solid was removed by filtration through Celite pad (eluted with EtOAc). The organic layer was separated, washed with water and brine, dried over anhydrous magnesium sulfate. Activated-carbon powder and silica-gel were ...